From a dataset of the Open Reaction Database (ORD), a public repository of structured organic reaction records. describe an organic reaction: reactants, conditions, products, and yield The reactants are FC=1C(=C(C=C(C1)C)B1OC(C(O1)(C)C)(C)C)C(C)(C)OCOC (2-(3-fluoro-2-(2-(methoxymethoxy)propan-2-yl)-5-methylphenyl)-4,4,5,5-tetramethyl-1,3,2-dioxaborolane), Cl (HCl). Conditions: time 8 hour. Product: FC1=CC(=CC=2B(OC(C21)(C)C)O)C (4-fluoro-3,3,6-trimethylbenzo[c][1,2]oxaborol-1(3H)-ol). Yield: 52.5%. As a reaction SMILES: [F:1][C:2]1[C:3]([C:18]([O:21]COC)([CH3:20])[CH3:19])=[C:4]([B:9]2[O:13]C(C)(C)C(C)(C)O2)[CH:5]=[C:6]([CH3:8])[CH:7]=1.Cl>>[F:1][C:2]1[C:3]2[C:18]([CH3:19])([CH3:20])[O:21][B:9]([OH:13])[C:4]=2[CH:5]=[C:6]([CH3:8])[CH:7]=1. Procedure details: The crude 2-(3-fluoro-2-(2-(methoxymethoxy)propan-2-yl)-5-methylphenyl)-4,4,5,5-tetramethyl-1,3,2-dioxaborolane was mixed with 25 ml of 6N HCl and the reaction mixture was stirred at rt overnight. The reaction was monitored by LC-MS. The reaction solution was extracted with EtOAc, dried over Na2SO4, filtered and concentrated under reduced pressure. The residue was purified by column chromatography over silica gel eluted with PE-EA (5:1 to 2:1) to give 4-fluoro-3,3,6-trimethylbenzo[c][1,2]oxaboro... The reactants are OCC1=C(C(=O)N(C)C)C=C(C=C1)[N+](=O)[O-] (2-hydroxymethyl-5-nitro-N,N-dimethylbenzamide), C(C)(=O)O (acetic acid), C(C)(=O)O (acetic acid), ice water. Reagents/catalysts: [O-2].[O-2].[O-2].[Cr+6] (chromium trioxide). Run in O (water). Reaction conditions: time 5 minute. The product is C(=O)(O)C1=C(C=O)C=CC(=C1)[N+](=O)[O-] (2-carboxy-4-nitrobenzaldehyde). Reaction SMILES: [OH:1][CH2:2][C:3]1[CH:13]=[CH:12][C:11]([N+:14]([O-:16])=[O:15])=[CH:10][C:4]=1[C:5](N(C)C)=[O:6].C(O)(=[O:19])C>O.[O-2].[O-2].[O-2].[Cr+6]>[C:5]([C:4]1[CH:10]=[C:11]([N+:14]([O-:16])=[O:15])[CH:12]=[CH:13][C:3]=1[CH:2]=[O:1])([OH:19])=[O:6] |f:3.4.5.6|. Procedure: To a solution of 2-hydroxymethyl-5-nitro-N,N-dimethylbenzamide (17 g.) in glacial acetic acid (340 ml.) was added chromium trioxide (17 g.) in water (17 ml.) and glacial acetic acid (340-1). The reaction mixture was stirred at room temperature for 5 minutes, and then poured into ice-water (2 liters). The aqueous was extracted with chloroform (3 × 500 ml.). The chloroform extracts were combined and neutralised by washing with 10% sodium bicarbonate solution. The chloroform extracts were then wash... Starting materials: ClCCl, COC(=O)c1cc(F)c(N)cc1F, CCN(C(C)C)C(C)C, CC(C)(C)CC1NC(C(=O)O)C(c2cccc(Cl)c2F)C1(C#N)c1ccc(Cl)cc1F, Nc1ccccc1, O=P(Cl)(c1ccccc1)c1ccccc1. Yields the product COC(=O)c1cc(F)c(NC(=O)C2NC(CC(C)(C)C)C(C#N)(c3ccc(Cl)cc3F)C2c2cccc(Cl)c2F)cc1F. Reaction SMILES: [CH2:76]([Cl:77])[Cl:78].[CH3:56][O:57][C:58]([c:59]1[c:60]([F:67])[cH:61][c:62]([NH2:66])[c:63]([F:65])[cH:64]1)=[O:68].[CH:32]([N:33]([CH2:34][CH3:35])[CH:36]([CH3:37])[CH3:38])([CH3:39])[CH3:40].[Cl:1][c:2]1[c:3]([F:31])[c:4]([CH:8]2[CH:9]([C:28](=[O:29])[OH:30])[NH:10][CH:11]([CH2:23][C:24]([CH3:25])([CH3:26])[CH3:27])[C:12]2([C:13]#[N:14])[c:15]2[c:16]([F:22])[cH:17][c:18]([Cl:21])[cH:19][cH:20]2)[cH:5][cH:6][cH:7]1.[NH2:69][c:70]1[cH:71][cH:72][cH:73][cH:74][cH:75]1.[c:41]1([P:42]([Cl:43])([c:44]2[cH:45][cH:46][cH:47][cH:48][cH:49]2)=[O:50])[cH:51][cH:52][cH:53][cH:54][cH:55]1>>[Cl:1][c:2]1[c:3]([F:31])[c:4]([CH:8]2[CH:9]([C:28](=[O:30])[NH:66][c:62]3[cH:61][c:60]([F:67])[c:59]([C:58]([O:57][CH3:56])=[O:68])[cH:64][c:63]3[F:65])[NH:10][CH:11]([CH2:23][C:24]([CH3:25])([CH3:26])[CH3:27])[C:12]2([C:13]#[N:14])[c:15]2[c:16]([F:22])[cH:17][c:18]([Cl:21])[cH:19][cH:20]2)[cH:5][cH:6][cH:7]1. Starting materials: C[Mg]Br (Methylmagnesium bromide), COC(=O)C1=C(OC(=C1)C=O)C (5-formyl-2-methyl-furan-3-carboxylic acid methyl ester). Solvent: C1CCOC1 (THF). Reaction conditions: temperature 0 celsius, time 1 hour. The product is COC(=O)C1=C(OC(=C1)C(C)O)C (5-(1-hydroxy-ethyl)-2-methyl-furan-3-carboxylic acid methyl ester). RXN SMILES: [CH3:1][Mg]Br.[CH3:4][O:5][C:6]([C:8]1[CH:12]=[C:11]([CH:13]=[O:14])[O:10][C:9]=1[CH3:15])=[O:7]>C1COCC1>[CH3:4][O:5][C:6]([C:8]1[CH:12]=[C:11]([CH:13]([OH:14])[CH3:1])[O:10][C:9]=1[CH3:15])=[O:7]. Reported procedure: Methylmagnesium bromide (370.5 ml, 1.4M in THF) is added over 30 minutes to a solution of 5-formyl-2-methyl-furan-3-carboxylic acid methyl ester (87.2 g) in THF (1200 ml) under nitrogen at 0° C. After 1 hour at 0° C., the reaction is quenched with a saturated aqueous solution of NH4Cl in water. The mixture is stirred 1 hour at 0° C. and then is extracted three times with ethyl acetate. The organic phases are combined, dried over Na2SO4 and concentrated in verve to yield 5-(1-hydroxy-ethyl)-2-met... The yield is 59.8%. Product: NCC1N(CCC2=CC=CC=C12)CC1=CC=CC=C1 (1-aminomethyl-2-benzyl-1,2,3,4-tetrahydroisoquinoline). Procedure: Title Compound I, in which R=CH2C6H5 ; R'=H; A=CH; pY=C2H2O4, q=0 and n=1, was prepared by reducing 2-benzyl-1,2,3,4-tetrahydroisoquinoline-1-carboxamide (6.7 g; 0.025 mole) with LiAlH4 by the same procedure as used in Example I to obtain 3.77 g (60% theory) of 1-aminomethyl-2-benzyl-1,2,3,4-tetrahydroisoquinoline as a yellow oil. This compound was reacted with benzaldehyde and reduced as in Example II. The resultant 1-(N-benzyl)aminomethyl-2-benzyl-1,2,3,4-tetrahydroisoquinoline was propionylat... RXN SMILES: O=C(C(=O)O)O.[CH2:7]([N:14]1[CH2:23][CH2:22][C:21]2[C:16](=[CH:17][CH:18]=[CH:19][CH:20]=2)[CH:15]1[C:24]([NH2:26])=O)[C:8]1[CH:13]=[CH:12][CH:11]=[CH:10][CH:9]=1.[H-].[H-].[H-].[H-].[Li+].[Al+3]>>[NH2:26][CH2:24][CH:15]1[C:16]2[C:21](=[CH:20][CH:19]=[CH:18][CH:17]=2)[CH2:22][CH2:23][N:14]1[CH2:7][C:8]1[CH:13]=[CH:12][CH:11]=[CH:10][CH:9]=1 |f:2.3.4.5.6.7|. The reactants are Title Compound I, [H-].[H-].[H-].[H-].[Li+].[Al+3] (LiAlH4), O=C(O)C(O)=O (C2H2O4), C(C1=CC=CC=C1)N1C(C2=CC=CC=C2CC1)C(=O)N (2-benzyl-1,2,3,4-tetrahydroisoquinoline-1-carboxamide). Starting materials: O=S(=O)(CC(F)(F)F)N(Cc1cccnc1)c1cccc(Oc2ccccc2OCc2ccccc2)c1, CO, [Ni]. The product is O=S(=O)(CC(F)(F)F)N(Cc1cccnc1)c1cccc(Oc2ccccc2O)c1. Reaction SMILES: [CH2:1]([c:2]1[cH:3][cH:4][cH:5][cH:6][cH:7]1)[O:8][c:9]1[c:10]([O:11][c:12]2[cH:13][c:14]([N:18]([S:19](=[O:20])(=[O:21])[CH2:22][C:23]([F:24])([F:25])[F:26])[CH2:27][c:28]3[cH:29][n:30][cH:31][cH:32][cH:33]3)[cH:15][cH:16][cH:17]2)[cH:34][cH:35][cH:36][cH:37]1.[CH3:38][OH:39].[Ni:40]>>[OH:8][c:9]1[c:10]([O:11][c:12]2[cH:13][c:14]([N:18]([S:19](=[O:20])(=[O:21])[CH2:22][C:23]([F:24])([F:25])[F:26])[CH2:27][c:28]3[cH:29][n:30][cH:31][cH:32][cH:33]3)[cH:15][cH:16][cH:17]2)[cH:34][cH:35][cH:36][cH:37]1. The reactants are ClC[Si](C)(C)C (chloromethyltrimethylsilane), [Mg] (magnesium), [Cl-].[NH4+] (ammonium chloride), C(C(=O)OCC)(=O)OCC (diethyl oxalate), Grignard reagent. Solvent: O1CCCC1 (tetrahydrofuran), O1CCCC1 (tetrahydrofuran). Run at time 3 hour. Yields the product OC(C(=O)OCC)(C[Si](C)(C)C)C[Si](C)(C)C (ethyl 2-hydroxy-3-trimethylsilyl-2-trimethylsilylmethylpropionate). The yield is 94.7%. RXN SMILES: [C:1]([O:8][CH2:9][CH3:10])(=[O:7])[C:2](OCC)=[O:3].Cl[CH2:12][Si:13]([CH3:16])([CH3:15])[CH3:14].[Mg].[Cl-].[NH4+]>O1CCCC1>[OH:3][C:2]([CH2:12][Si:13]([CH3:16])([CH3:15])[CH3:14])([CH2:12][Si:13]([CH3:16])([CH3:15])[CH3:14])[C:1]([O:8][CH2:9][CH3:10])=[O:7] |f:3.4|. Procedure details: Under a nitrogen atmosphere and with ice cooling, a solution of 293 g diethyl oxalate in 500 ml tetrahydrofuran was slowly added dropwise to a Grignard reagent solution which had been prepared from 540 g of chloromethyltrimethylsilane, 107 g of magnesium and 2,000 ml of tetrahydrofuran. The solution was stirred for 3 hours at room temperature, after which an aqueous solution of ammonium chloride was added for hydrolysis. Usual work-up procedure including extraction, washing, drying and concentra...